From a dataset of the Open Reaction Database (ORD), a public repository of structured organic reaction records. describe an organic reaction: reactants, conditions, products, and yield The reactants are Cl[Si](C1=CC=CC=C1)(C1=CC=CC=C1)C1=CC=CC=C1 (ClSiPh3), [NH4+].[Cl-] (NH4Cl), [H-].[Na+] (NaH), BrC=1C=CC=2NC3=CC=C(C=C3C2C1)Br (3,6-dibromocarbazole). Solvent: C1CCOC1 (THF), C1CCOC1 (THF). Run at time 2 hour. Yields the product BrC=1C=CC=2N(C3=CC=C(C=C3C2C1)Br)[Si](C1=CC=CC=C1)(C1=CC=CC=C1)C1=CC=CC=C1 (3,6-Dibromo-9-triphenylsilylcarbazole). Reaction SMILES: [H-].[Na+].[Br:3][C:4]1[CH:5]=[CH:6][C:7]2[NH:8][C:9]3[C:14]([C:15]=2[CH:16]=1)=[CH:13][C:12]([Br:17])=[CH:11][CH:10]=3.Cl[Si:19]([C:32]1[CH:37]=[CH:36][CH:35]=[CH:34][CH:33]=1)([C:26]1[CH:31]=[CH:30][CH:29]=[CH:28][CH:27]=1)[C:20]1[CH:25]=[CH:24][CH:23]=[CH:22][CH:21]=1.[NH4+].[Cl-]>C1COCC1>[Br:17][C:12]1[CH:11]=[CH:10][C:9]2[N:8]([Si:19]([C:26]3[CH:27]=[CH:28][CH:29]=[CH:30][CH:31]=3)([C:32]3[CH:37]=[CH:36][CH:35]=[CH:34][CH:33]=3)[C:20]3[CH:21]=[CH:22][CH:23]=[CH:24][CH:25]=3)[C:7]3[C:15]([C:14]=2[CH:13]=1)=[CH:16][C:4]([Br:3])=[CH:5][CH:6]=3 |f:0.1,4.5|. Procedure details: NaH (60% dispersion in oil, 1.5 g, 37 mmol) is added slowly to a cold solution (0° C.) of 3,6-dibromocarbazole (10.4 g, 31 mmol) in dry THF (1000 ml). After stirring for two hours, a solution of ClSiPh3 (18.7 g, 62 mmol) in dry THF (200 ml) is added at 0° C. The mixture is stirred overnight, and saturated NH4Cl solution is added. The resulting salt is filtered off, and the organic phase is separated from the aqueous phase. The aqueous phase is extracted with CH2Cl2. The organic phase is washed t... The reactants are C1(=C(C=CC=C1)N)N (o-phenylene diamine), C(C)OC(C(C)(C)Br)=O (ethyl-2-bromoisobutyrate). The solvent is C(C)O (ethanol). Product: CC1(C(NC2CCCCC2N1)=O)C (3,3-dimethyl-decahydroquinoxalin-2-one). As a reaction SMILES: [C:1]1([NH2:8])[CH:6]=[CH:5][CH:4]=[CH:3][C:2]=1[NH2:7].C([O:11][C:12](=O)[C:13](Br)([CH3:15])[CH3:14])C>C(O)C>[CH3:14][C:13]1([CH3:15])[NH:8][CH:1]2[CH:2]([CH2:3][CH2:4][CH2:5][CH2:6]2)[NH:7][C:12]1=[O:11]. Procedure: 5.4 parts of o-phenylene diamine are placed in a flask and ethyl-2-bromoisobutyrate added thereto with ethanol solvent. The reaction mixture is heated and 3,3-dimethyl-3,4-dihydroquinoxalin-2-one is recovered. Upon hydrogenation in the presence of catalyst, 3,3-dimethyl-decahydroquinoxalin-2-one is formed which, when used at 0.5 phr concentration in polypropylene in a manner analogous to that set forth in Example 1A above, provides stabilization for about 2000 hours (see Table I). Reactants: C1(CCCC1)N1N=C(C=2C(NC=CC21)=O)C=2C=C(C=CC2)CC#N ((3-(1-cyclopentyl-4-oxo-4,5-dihydro-1H-pyrazolo[4,3-c]pyridin-3-yl)phenyl)acetonitrile), C([O-])([O-])=O.[K+].[K+] (potassium carbonate), OO (hydrogen peroxide), O (water). The solvent is CS(=O)C (DMSO). Reaction conditions: time 3 day. Yields the product C1(CCCC1)N1N=C(C=2C(NC=CC21)=O)C=2C=C(C=CC2)CC(=O)N (2-(3-(1-cyclopentyl-4-oxo-4,5-dihydro-1H-pyrazolo[4,3-c]pyridin-3-yl)phenyl)acetamide). The yield is 70.1%. Reaction SMILES: [CH:1]1([N:6]2[C:14]3[CH:13]=[CH:12][NH:11][C:10](=[O:15])[C:9]=3[C:8]([C:16]3[CH:17]=[C:18]([CH2:22][C:23]#[N:24])[CH:19]=[CH:20][CH:21]=3)=[N:7]2)[CH2:5][CH2:4][CH2:3][CH2:2]1.C(=O)([O-])[O-:26].[K+].[K+].OO.O>CS(C)=O>[CH:1]1([N:6]2[C:14]3[CH:13]=[CH:12][NH:11][C:10](=[O:15])[C:9]=3[C:8]([C:16]3[CH:17]=[C:18]([CH2:22][C:23]([NH2:24])=[O:26])[CH:19]=[CH:20][CH:21]=3)=[N:7]2)[CH2:5][CH2:4][CH2:3][CH2:2]1 |f:1.2.3|. Procedure: To a solution of (3-(1-cyclopentyl-4-oxo-4,5-dihydro-1H-pyrazolo[4,3-c]pyridin-3-yl)phenyl)acetonitrile (58.3 mg) obtained in Example 128 in DMSO (5 mL) were added potassium carbonate (30.4 mg) and 30% aqueous hydrogen peroxide (0.056 mL), and the mixture was stirred for 3 days. To the reaction mixture was added water, and the mixture was extracted with ethyl acetate. The organic layer was washed successively with water and saturated brine, dried over anhydrous sodium sulfate, and concentrated u... Reactants: C(=C)N1C(CCC1)=O (N-vinylpyrrolidone), C(C=C)(=O)O (acrylic acid), N(=NC(C)(C)C=1NCCN1)C(C)(C)C=1NCCN1 (VA-061), SCCO (2-mercaptoethanol). Solvent: CC(=O)C (acetone), O (water), CS(=O)C (dimethyl sulfoxide), CC(=O)C (acetone). Run at time 0.5 hour. Yields the product C(=C)N1C(CCC1)=O.C(C=C)(=O)O (N-Vinylpyrrolidone Acrylic Acid). As a reaction SMILES: [CH:1]([N:3]1[CH2:7][CH2:6][CH2:5][C:4]1=[O:8])=[CH2:2].[C:9]([OH:13])(=[O:12])[CH:10]=[CH2:11].N(C(C1NCCN=1)(C)C)=NC(C1NCCN=1)(C)C.SCCO>CC(C)=O.O.CS(C)=O>[CH:1]([N:3]1[CH2:7][CH2:6][CH2:5][C:4]1=[O:8])=[CH2:2].[C:9]([OH:13])(=[O:12])[CH:10]=[CH2:11] |f:7.8|. Procedure details: In a 500 mL three-necked flask, N-vinylpyrrolidone (66.68 g, 0.60 mol), acrylic acid (21.62 g, 0.30 mol), dimethyl sulfoxide (353.96 g), a polymerization initiator VA-061 (Wako Pure Chemical Industries, Ltd., 0.1408 g, 0.562 mmol) and 2-mercaptoethanol (43.8 μL, 0.63 mmol) were charged, and then equipped with a three-way stop-cock, a reflux condenser tube, a thermometer and a mechanical stirrer. The concentration of the monomer was 20% by weight. After degassing inside the three-necked flask usi...